Dataset: the Open Reaction Database (ORD), a public repository of structured organic reaction records. Task: describe an organic reaction: reactants, conditions, products, and yield Starting materials: CC[N+](CC)(CC)Cc1ccccc1, CC(=O)[O-], CS(C)=O, [Cl-], FC(F)(F)Sc1ccc(Cl)c(CCl)c1, [K+], O. Yields the product OCc1cc(SC(F)(F)F)ccc1Cl. Reaction SMILES: [CH2:25]([N+:26]([CH2:27][CH3:28])([CH2:29][CH3:30])[CH2:31][c:32]1[cH:33][cH:34][cH:35][cH:36][cH:37]1)[CH3:38].[CH3:16][C:17]([O-:18])=[O:19].[CH3:20][S:21](=[O:22])[CH3:23].[Cl-:24].[Cl:1][CH2:2][c:3]1[c:4]([Cl:14])[cH:5][cH:6][c:7]([S:9][C:10]([F:11])([F:12])[F:13])[cH:8]1.[K+:15].[OH2:39]>>[CH2:2]([c:3]1[c:4]([Cl:14])[cH:5][cH:6][c:7]([S:9][C:10]([F:11])([F:12])[F:13])[cH:8]1)[OH:18]. Starting materials: CC(C)(C)OC(=O)Nc1ccc(C=O)cc1, CC(=O)O, ClCCl, FC(F)(F)c1nnc2ccc(N3CCNCC3)nn12. The product is CC(C)(C)OC(=O)Nc1ccc(CN2CCN(c3ccc4nnc(C(F)(F)F)n4n3)CC2)cc1. RXN SMILES: [C:20]([CH3:21])([CH3:22])([CH3:23])[O:24][C:25]([NH:26][c:27]1[cH:28][cH:29][c:30]([CH:33]=[O:34])[cH:31][cH:32]1)=[O:35].[CH3:36][C:37](=[O:38])[OH:39].[Cl:40][CH2:41][Cl:42].[N:1]1([c:7]2[cH:8][cH:9][c:10]3[n:11]([n:12]2)[c:13]([C:16]([F:17])([F:18])[F:19])[n:14][n:15]3)[CH2:2][CH2:3][NH:4][CH2:5][CH2:6]1>>[N:1]1([c:7]2[cH:8][cH:9][c:10]3[n:11]([n:12]2)[c:13]([C:16]([F:17])([F:18])[F:19])[n:14][n:15]3)[CH2:2][CH2:3][N:4]([CH2:33][c:30]2[cH:29][cH:28][c:27]([NH:26][C:25]([O:24][C:20]([CH3:21])([CH3:22])[CH3:23])=[O:35])[cH:32][cH:31]2)[CH2:5][CH2:6]1. Solvent: CCCCCC (hexane), C(C)(=O)OCC (ethyl acetate). The reactants are resultant solution, resultant solution, ice, C(C)(=S)N (Thioacetamide), C(C)O (ethanol), BrCC(C(=O)OCC)=O (ethyl bromopyruvate), resultant suspension, crude product. The product is CC=1SC=C(N1)C(=O)OCC (ethyl 2-methyl-1,3-thiazole-4-carboxylate). Isolated yield 68.7%. As a reaction SMILES: [C:1]([NH2:4])(=[S:3])[CH3:2].C(O)C.Br[CH2:9][C:10](=O)[C:11]([O:13][CH2:14][CH3:15])=[O:12]>C(OCC)(=O)C.CCCCCC>[CH3:2][C:1]1[S:3][CH:9]=[C:10]([C:11]([O:13][CH2:14][CH3:15])=[O:12])[N:4]=1. Reported procedure: Thioacetamide (7.6 g, 100 mmol) was added to ethanol (60 mL), and the resultant suspension was cooled to 0° C. and treated with ethyl bromopyruvate (12.5 mL, 100 mmol). The resultant solution was stirred for five minutes at 0° C. at which time the ice bath was removed and the solution was allowed to warm to ambient temperature. After 0.5 h at ambient temperature, the solution was heated to reflux. After 12 h, the solvents were removed in vacuo, and the resultant crude product was taken up in eth... Run at time 0.5 hour. The reactants are Cl (hydrochloric acid), C(C)OC(=O)C=1C=C2CC(C(NC2=CC1)C1=CC(=CC=C1)NC(C)(C(NC)=O)C)(C)C (3,3-dimethyl-2-[3-(1-methyl-1-methylcarbamoyl-ethylamino)-phenyl]-1,2,3,4-tetrahydro-quinoline-6-carboxylic acid ethyl ester). Run in CO (methanol), O1CCCC1 (tetrahydrofuran), [OH-].[Na+] (sodium hydroxide), O (water). Conditions: temperature 50 celsius, time 16 hour. Product: CC1(C(NC2=CC=C(C=C2C1)C(=O)O)C1=CC(=CC=C1)NC(C)(C(NC)=O)C)C (3,3-dimethyl-2-[3-(1-methyl-1-methylcarbamoyl-ethylamino)-phenyl]-1,2,3,4-tetrahydro-quinoline-6-carboxylic acid). Isolated yield 34.6%. RXN SMILES: C([O:3][C:4]([C:6]1[CH:7]=[C:8]2[C:13](=[CH:14][CH:15]=1)[NH:12][CH:11]([C:16]1[CH:21]=[CH:20][CH:19]=[C:18]([NH:22][C:23]([CH3:29])([C:25](=[O:28])[NH:26][CH3:27])[CH3:24])[CH:17]=1)[C:10]([CH3:31])([CH3:30])[CH2:9]2)=[O:5])C.Cl>CO.O1CCCC1.[OH-].[Na+].O>[CH3:30][C:10]1([CH3:31])[CH2:9][C:8]2[C:13](=[CH:14][CH:15]=[C:6]([C:4]([OH:5])=[O:3])[CH:7]=2)[NH:12][CH:11]1[C:16]1[CH:21]=[CH:20][CH:19]=[C:18]([NH:22][C:23]([CH3:29])([C:25](=[O:28])[NH:26][CH3:27])[CH3:24])[CH:17]=1 |f:4.5|. Reported procedure: A mixture of 3,3-dimethyl-2-[3-(1-methyl-1-methylcarbamoyl-ethylamino)-phenyl]-1,2,3,4-tetrahydro-quinoline-6-carboxylic acid ethyl ester (0.4 g, 0.95 mmol) in methanol (10 mL) and tetrahydrofuran (20 mL), 30% sodium hydroxide in water (5 mL) was stirred at 50° C. for 16 h. The mixture was neutralized with a 3 N aqueous hydrochloric acid solution and extracted with ethyl acetate (2×100 mL), washed with water, dried over anhydrous sodium sulfate and then concentrated in vacuo. Purification by Wat...